From a dataset of the Open Reaction Database (ORD), a public repository of structured organic reaction records. describe an organic reaction: reactants, conditions, products, and yield Run in C(C)O (ethanol). Reaction conditions: time 30 minute. Reactants: C1(=CC=C(C=C1)C[C@H](C[C@H](C(=O)O)C)NC(=O)OC(C)(C)C)C1=CC=CC=C1 ((2R,4S)-5-Biphenyl-4-yl-4-tert-butoxycarbonylamino-2-methylpentanoic acid), C[O-].[Na+] (Sodium methoxide). Procedure: 1 g (2R,4S)-5-Biphenyl-4-yl-4-tert-butoxycarbonylamino-2-methylpentanoic acid (R1=Boc, R2=H, R3=CO2H) is added to ethanol (10 ml). Sodium methoxide (141 mg) is then added and the mixture is stirred at room temperature for 30 minutes. The mixture is then concentrated in vacuo to afford (2R,4S)-5-biphenyl-4-yl-4-tert-butoxycarbonylamino-2-methylpentanoic acid sodium salt (1-a, R1=Boc, R2=H, R3=CO2−Na+). 1H NMR (DMSO-d6): 0.91 (3H), 1.29 (1H), 1.34 (9H), 1.61 (1H), 2.12 (1H), 2.68-2.81 (2H), 3.60 (... RXN SMILES: [C:1]1([C:23]2[CH:28]=[CH:27][CH:26]=[CH:25][CH:24]=2)[CH:6]=[CH:5][C:4]([CH2:7][C@@H:8]([NH:15][C:16]([O:18][C:19]([CH3:22])([CH3:21])[CH3:20])=[O:17])[CH2:9][C@@H:10]([CH3:14])[C:11]([OH:13])=[O:12])=[CH:3][CH:2]=1.C[O-].[Na+:31]>C(O)C>[Na+:31].[C:1]1([C:23]2[CH:24]=[CH:25][CH:26]=[CH:27][CH:28]=2)[CH:2]=[CH:3][C:4]([CH2:7][C@@H:8]([NH:15][C:16]([O:18][C:19]([CH3:22])([CH3:20])[CH3:21])=[O:17])[CH2:9][C@@H:10]([CH3:14])[C:11]([O-:13])=[O:12])=[CH:5][CH:6]=1 |f:1.2,4.5|. Yields the product [Na+].C1(=CC=C(C=C1)C[C@H](C[C@H](C(=O)[O-])C)NC(=O)OC(C)(C)C)C1=CC=CC=C1 ((2R,4S)-5-biphenyl-4-yl-4-tert-butoxycarbonylamino-2-methylpentanoic acid sodium salt), 1-a.